The task is: describe an organic reaction: reactants, conditions, products, and yield. This data is from the Open Reaction Database (ORD), a public repository of structured organic reaction records. Reactants: S1C(=NC2=C1C=CC=C2)C(C#N)C2=NC(=NC=C2)Cl (1,3-benzothiazol-2-yl(2-chloro-4-pyrimidinyl)-acetonitrile), COC1=CC=C(C=C1)O (4-methoxyphenol), C([O-])([O-])=O.[Cs+].[Cs+] (cesium carbonate). The solvent is CS(=O)C (DMSO). Run at temperature 100 celsius, time 8 day. Yields the product S1C(=NC2=C1C=CC=C2)C(C#N)C2=NC(=NC=C2)OC2=CC=C(C=C2)OC (1,3-benzothiazol-2-yl[2-(4-methoxyphenoxy)pyrimidin-4-yl]acetonitrile). Isolated yield 51.4%. RXN SMILES: [S:1]1[C:5]2[CH:6]=[CH:7][CH:8]=[CH:9][C:4]=2[N:3]=[C:2]1[CH:10]([C:13]1[CH:18]=[CH:17][N:16]=[C:15](Cl)[N:14]=1)[C:11]#[N:12].[CH3:20][O:21][C:22]1[CH:27]=[CH:26][C:25]([OH:28])=[CH:24][CH:23]=1.C(=O)([O-])[O-].[Cs+].[Cs+]>CS(C)=O>[S:1]1[C:5]2[CH:6]=[CH:7][CH:8]=[CH:9][C:4]=2[N:3]=[C:2]1[CH:10]([C:13]1[CH:18]=[CH:17][N:16]=[C:15]([O:28][C:25]2[CH:26]=[CH:27][C:22]([O:21][CH3:20])=[CH:23][CH:24]=2)[N:14]=1)[C:11]#[N:12] |f:2.3.4|. Reported procedure: To a solution of 1 (0.300 g, 1.05 mmol) in DMSO (7 ml) were added 4-methoxyphenol (0.261 g, 2.1 mmol) and cesium carbonate (1.7 g, 5.25 mmol) and the suspension was shaken at 100° C. for 8 days. After cooling to r.t., the suspension was poured onto ice/water and the product was extracted with AcOEt. The organic phases were washed with water then brine, dried over MgSO4 and concentrated to dryness. The residue was triturated in hot EtOH then filtered off and dried under vacuum at 50° C. overnight... Starting materials: CC#N, Cc1ccc(Cl)c(N)c1Cl, Nc1nc(S(=O)(=O)Cl)n[nH]1. Yields the product Cc1ccc(Cl)c(NS(=O)(=O)c2n[nH]c(N)n2)c1Cl. As a reaction SMILES: [CH3:21][C:22]#[N:23].[Cl:1][c:2]1[c:3]([NH2:4])[c:5]([Cl:10])[cH:6][cH:7][c:8]1[CH3:9].[NH2:11][c:12]1[n:13][c:14]([S:17](=[O:18])(=[O:19])[Cl:20])[n:15][nH:16]1>>[Cl:1][c:2]1[c:3]([NH:4][S:17]([c:14]2[n:13][c:12]([NH2:11])[nH:16][n:15]2)(=[O:18])=[O:19])[c:5]([Cl:10])[cH:6][cH:7][c:8]1[CH3:9]. Reactants: 4-(4,6-Dimethoxy-1,3,5-triazin-2-yl)-4-methylmorpholinium chloride n-hydrate, BrC1=C(C=C(C(=O)O)C=C1)C (4-bromo-3-methylbenzoic acid), CNC (dimethylamine). Solvent: CCO (EtOH). The product is BrC1=C(C=C(C(=O)N(C)C)C=C1)C (4-bromo-3,N,N-trimethyl-benzamide). Isolated yield 65.0%. Reaction SMILES: [Br:1][C:2]1[CH:10]=[CH:9][C:5]([C:6](O)=[O:7])=[CH:4][C:3]=1[CH3:11].[CH3:12][NH:13][CH3:14]>CCO>[Br:1][C:2]1[CH:10]=[CH:9][C:5]([C:6]([N:13]([CH3:14])[CH3:12])=[O:7])=[CH:4][C:3]=1[CH3:11]. Reported procedure: 4-(4,6-Dimethoxy-1,3,5-triazin-2-yl)-4-methylmorpholinium chloride n-hydrate (n=about 2.7) (2.42 g, 7.53 mmol) was added to a mixture of 4-bromo-3-methylbenzoic acid (1.58 g, 7.37 mmol), EtOH (26 ml) and a 40% aqueous dimethylamine solution (0.75 ml, 7.4 mmol), and the mixture was stirred at room temperature for 24 hours. The reaction mixture was concentrated under reduced pressure, and the resulting residue was then dissolved in ethyl acetate. The organic layer was washed with water, and then d... The reactants are Cc1ccc(S(=O)(=O)OCC2COc3ccc(S(C)(=O)=O)cc3O2)cc1, CCCNC, CO, CCOCC, Cl. Yields the product CCCN(C)CC1COc2ccc(S(C)(=O)=O)cc2O1. RXN SMILES: [CH3:1][c:2]1[cH:3][cH:4][c:5]([S:6]([O:7][CH2:12][CH:13]2[CH2:14][O:15][c:16]3[c:17]([cH:19][c:20]([S:23](=[O:24])(=[O:25])[CH3:26])[cH:21][cH:22]3)[O:18]2)(=[O:8])=[O:9])[cH:10][cH:11]1.[CH3:27][NH:28][CH2:29][CH2:30][CH3:31].[CH3:33][OH:34].[CH3:35][CH2:36][O:37][CH2:38][CH3:39].[ClH:32]>>[CH2:12]([CH:13]1[CH2:14][O:15][c:16]2[c:17]([cH:19][c:20]([S:23](=[O:24])(=[O:25])[CH3:26])[cH:21][cH:22]2)[O:18]1)[N:28]([CH3:27])[CH2:29][CH2:30][CH3:31]. The reactants are C(CCC)[Li] (Butyllithium), ClC=1C=C(C=CC1)CC#N ((3-Chlorophenyl)acetonitrile), C1(=CC=CC=C1)COCC[C@H]1OC1 ((2R)-2-{2-[(phenylmethyl)oxy]ethyl}oxirane). Solvent: C1CCOC1 (THF), C1CCOC1 (THF). Conditions: temperature -78 celsius. The product is ClC=1C=C(C=CC1)C(C#N)C[C@@H](CCOCC1=CC=CC=C1)O ((4S)-2-(3-chlorophenyl)-4-hydroxy-6-[(phenylmethyl)oxy]hexanenitrile). Yield: 59.7%. Reaction SMILES: [Cl:1][C:2]1[CH:3]=[C:4]([CH2:8][C:9]#[N:10])[CH:5]=[CH:6][CH:7]=1.C([Li])CCC.[C:16]1([CH2:22][O:23][CH2:24][CH2:25][C@@H:26]2[CH2:28][O:27]2)[CH:21]=[CH:20][CH:19]=[CH:18][CH:17]=1>C1COCC1>[Cl:1][C:2]1[CH:3]=[C:4]([CH:8]([CH2:28][C@H:26]([OH:27])[CH2:25][CH2:24][O:23][CH2:22][C:16]2[CH:21]=[CH:20][CH:19]=[CH:18][CH:17]=2)[C:9]#[N:10])[CH:5]=[CH:6][CH:7]=1. Procedure: (3-Chlorophenyl)acetonitrile (8.62 mL, 72.9 mmol) in 100 ml of THF was cooled to −78° C. Butyllithium (35.1 mL, 56.1 mmol, 1.6 M in THF) was added over 20 minutes and stirred for an additional 15 min at −78° C. (2R)-2-{2-[(phenylmethyl)oxy]ethyl}oxirane (10.0 g, 56.1 mmol, Synthesis 1992, 7, 621-623) in 20 mL of THF was added over 30 minutes and stirred for an additional hour at −78° C. After warming to room temperature the solvent was evaporated and the orange red oil was chromatographed on sil... Reactants: C(C)(C)N(C(C)C)CC (N,N-Diisopropylethylamine), CC1=NC2=C(C=CC(=C2C=C1)N1CCNCC1)F (2-methyl-5-(1-piperazinyl)-8-fluoro quinoline), CS(=O)(=O)OCCC1=CC(=CC=C1)[N+](=O)[O-] (2-(3-Nitrophenyl)ethyl methanesulfonate), CN(C=O)C (dimethylformamide). Reaction conditions: temperature 100 celsius. Product: FC=1C(=NC2=CC=CC(=C2C1)N1CCN(CC1)CCC1=CC(=CC=C1)[N+](=O)[O-])C (Fluoro-2-methyl-5-{4-[2-(3-nitrophenyl)ethyl]-1-piperazinyl}quinoline). Isolated yield 46.0%. Reaction SMILES: [CH:1]([N:4]([CH2:8][CH3:9])[CH:5]([CH3:7])[CH3:6])([CH3:3])C.C[C:11]1[CH:20]=[CH:19][C:18]2[C:13](=[C:14]([F:27])[CH:15]=CC=2N2CCNCC2)[N:12]=1.CS(O[CH2:33][CH2:34][C:35]1[CH:40]=[CH:39][CH:38]=[C:37]([N+:41]([O-:43])=[O:42])[CH:36]=1)(=O)=O.C[N:45](C)C=O>>[F:27][C:14]1[C:13]([CH3:18])=[N:12][C:11]2[C:7]([CH:15]=1)=[C:5]([N:4]1[CH2:8][CH2:9][N:45]([CH2:33][CH2:34][C:35]3[CH:40]=[CH:39][CH:38]=[C:37]([N+:41]([O-:43])=[O:42])[CH:36]=3)[CH2:3][CH2:1]1)[CH:6]=[CH:19][CH:20]=2. Procedure: N,N-Diisopropylethylamine (0.25 mL; 3 eq) was added to a solution of 2-methyl-5-(1-piperazinyl)-8-fluoro quinoline (0.170 g; 1 eq) and 2-(3-nitrophenyl)ethyl methanesulfonate (D4) (0.17 g; 1 eq) in dimethylformamide (4.0 mL). The reaction mixture was heated to 100° C. for 10 hours. The dark solution was cooled to room temperature and concentrated under reduced pressure. The residue was diluted with water (3 mL) and brine (1 mL) and extracted into ethyl acetate (3×3 mL). The combined organic laye... The reagents and catalysts are Cl[Pd]([P](C1=CC=CC=C1)(C2=CC=CC=C2)C3=CC=CC=C3)([P](C4=CC=CC=C4)(C5=CC=CC=C5)C6=CC=CC=C6)Cl (bis(triphenylphosphine)palladium(II) chloride), [Cu]I (copper(I) iodide). Yields the product [Si](C)(C)(C(C)(C)C)OCCC#CC1=C(C=CC=C1)N (2-[4-(tert-Butyldimethylsilanyloxy)but-1-ynyl]phenylamine). RXN SMILES: I[C:2]1[CH:8]=[CH:7][CH:6]=[CH:5][C:3]=1[NH2:4].[C:9]([Si:13]([O:16][CH2:17][CH2:18][C:19]#[CH:20])([CH3:15])[CH3:14])([CH3:12])([CH3:11])[CH3:10]>C(N(CC)CC)C.Cl[Pd](Cl)([P](C1C=CC=CC=1)(C1C=CC=CC=1)C1C=CC=CC=1)[P](C1C=CC=CC=1)(C1C=CC=CC=1)C1C=CC=CC=1.[Cu]I>[Si:13]([O:16][CH2:17][CH2:18][C:19]#[C:20][C:2]1[CH:8]=[CH:7][CH:6]=[CH:5][C:3]=1[NH2:4])([C:9]([CH3:10])([CH3:11])[CH3:12])([CH3:15])[CH3:14] |^1:30,49|. Reactants: IC1=C(N)C=CC=C1 (2-Iodoaniline), C(C)(C)(C)[Si](C)(C)OCCC#C (tert-Butylbut-3-ynyloxydimethylsilane). Run in C(C)N(CC)CC (triethylamine). Reported procedure: 2-Iodoaniline (1.76 g, 8 mmol) was dissolved in triethylamine (50 mL) and placed under N2. tert-Butylbut-3-ynyloxydimethylsilane (2.58 g, 14 mmol) was added, followed by bis(triphenylphosphine)palladium(II) chloride (30 mg, 0.042 mmol) and copper(I) iodide (7 mg, 0.036 mmol), and the reaction was stirred overnight at room temperature. Triethylamine was evaporated, and the residue was diluted with ether and filtered through Celite. The filtrate was concentrated, and the residue was purified by Si... Run at time 8 hour.